Dataset: the Open Reaction Database (ORD), a public repository of structured organic reaction records. Task: describe an organic reaction: reactants, conditions, products, and yield As a reaction SMILES: [N:1]1[CH:6]=[CH:5][CH:4]=[CH:3][CH:2]=1.N1C=CC([CH:13]=[O:14])=CC=1.[C:15]([C:18]1[CH:23]=[CH:22][CH:21]=[CH:20][CH:19]=1)(=O)[CH3:16]>CN(C=O)C.C([O-])(=O)C.[Co+2].C([O-])(=O)C>[C:18]1([C:15]([C:4]2[CH:5]=[CH:6][N:1]=[CH:2][CH:3]=2)=[CH:16][CH:13]=[O:14])[CH:23]=[CH:22][CH:21]=[CH:20][CH:19]=1 |f:4.5.6|. Run at temperature 90 celsius, time 18 hour. Procedure: Pyridine (0.6 g, 7.5 mmol) and Cobalt (ii) acetate (1.3 g, 7.5 mmol) were dissolved in DMF to produce a blue solution of the complex to which was added 4-pyridine carboxaldehyde (5 g, 46.7 mmol) and acetophenone (6.2 g, 51.4 mmol). The resulting mixture was stirred for 18 hours at 90° C. Most of the DMF was evaporated in vacuo and the residue was purified by flash chromatography (silica gel) with 30% EtoAc/Hexane to afford the titled compound, white solid (5 g). ESP+ (Mass Spec) m/z 210 (MH+). Starting materials: N1=CC=CC=C1 (Pyridine), N1=CC=C(C=C1)C=O (4-pyridine carboxaldehyde), C(C)(=O)C1=CC=CC=C1 (acetophenone). The product is C1(=CC=CC=C1)C(=CC=O)C1=CC=NC=C1 (Phenyl-1-(4-pyridyl)prop-1-en-3-one), solid. Run in CN(C)C=O (DMF). The reagents and catalysts are C(C)(=O)[O-].[Co+2].C(C)(=O)[O-] (Cobalt (ii) acetate). Starting materials: C(=O)(O)CN1C(C(NC2=CC=CC=C12)=O)=O (N-carboxymethyl-1,4-dihydroquinoxaline-2,3-dione), [N+](=O)([O-])C1=CC=C(N)C=C1 (p-nitroaniline), C1CCC(CC1)N=C=NC2CCCCC2 (DCC), CN(C)C=O (DMF). Reaction conditions: temperature 28 celsius, time 8 hour. Yields the product C1(=C(C=CC=C1)NC(=O)NN1C(C(NC2=CC=CC=C12)=O)=O)C (1-[[(o-tolylamino)carbonyl]amino]-1,4-dihydro-2,3-quinoxalinedione). As a reaction SMILES: C(C[N:5]1[C:14]2[C:9](=[CH:10][CH:11]=[CH:12][CH:13]=2)[NH:8][C:7](=[O:15])[C:6]1=[O:16])(O)=O.[N+]([C:20]1[CH:26]=[CH:25][C:23]([NH2:24])=[CH:22][CH:21]=1)([O-])=O.[CH2:27]1CCC(N=C=NC2CCCCC2)CC1.C[N:43]([CH:45]=[O:46])C>>[C:25]1([CH3:27])[CH:26]=[CH:20][CH:21]=[CH:22][C:23]=1[NH:24][C:45]([NH:43][N:5]1[C:14]2[C:9](=[CH:10][CH:11]=[CH:12][CH:13]=2)[NH:8][C:7](=[O:15])[C:6]1=[O:16])=[O:46]. Reported procedure: To a stirred solution of N-carboxymethyl-1,4-dihydroquinoxaline-2,3-dione (250 mg, 1.140 mmol) and p-nitroaniline (156 mg, 1.140 mmol) in DMF (3 mL) under N2 at 0° C., DCC (233 mg, 1.140 mmol) was added in one portion. The solution was allowed to warm to 28° C. and stirred at that temperature overnight. The precipitated solid was filtered and the clear filtrate was poured into water (30 mL). The solid thus obtained was filtered and dried under vacuum (water aspirator) to obtain 100 mg crude prod... Starting materials: CC#N, O=C(NCCCl)c1ccccc1[N+](=O)[O-], [F-], [K+]. Product: O=[N+]([O-])c1ccccc1C1=NCCO1. Reaction SMILES: [CH3:18][C:19]#[N:20].[Cl:1][CH2:2][CH2:3][NH:4][C:5]([c:6]1[c:7]([N+:12](=[O:13])[O-:14])[cH:8][cH:9][cH:10][cH:11]1)=[O:15].[F-:16].[K+:17]>>[CH2:2]1[CH2:3][N:4]=[C:5]([c:6]2[c:7]([N+:12](=[O:13])[O-:14])[cH:8][cH:9][cH:10][cH:11]2)[O:15]1. The reactants are CC(NC(=O)Cc1cc(F)cc(F)c1)C(=O)O, NC1C(=O)NCc2ccccc21. The product is CC(NC(=O)Cc1cc(F)cc(F)c1)C(=O)NC1C(=O)NCc2ccccc21. Reaction SMILES: [F:1][c:2]1[cH:3][c:4]([CH2:9][C:10](=[O:11])[NH:12][CH:13]([CH3:14])[C:15](=[O:16])[OH:17])[cH:5][c:6]([F:8])[cH:7]1.[NH2:18][CH:19]1[C:20](=[O:29])[NH:21][CH2:22][c:23]2[cH:24][cH:25][cH:26][cH:27][c:28]21>>[F:1][c:2]1[cH:3][c:4]([CH2:9][C:10](=[O:11])[NH:12][CH:13]([CH3:14])[C:15](=[O:17])[NH:18][CH:19]2[C:20](=[O:29])[NH:21][CH2:22][c:23]3[cH:24][cH:25][cH:26][cH:27][c:28]32)[cH:5][c:6]([F:8])[cH:7]1. RXN SMILES: O=[O+][O-].O=O.O=[O+][O-].[C:9]1([CH:15]([O:22][C:23](=[O:55])[CH:24]([N:28]2[CH:31]([S:32][S:33][C:34]3[O:35][C:36]4[CH:42]=[CH:41][CH:40]=[CH:39][C:37]=4[N:38]=3)[CH:30]([NH:43][C:44](=[O:53])[CH2:45][O:46][C:47]3[CH:52]=[CH:51][CH:50]=[CH:49][CH:48]=3)[C:29]2=[O:54])[C:25](=C)[CH3:26])[C:16]2[CH:21]=[CH:20][CH:19]=[CH:18][CH:17]=2)[CH:14]=[CH:13][CH:12]=[CH:11][CH:10]=1.C1(C)C=CC=CC=1.C(OCC)(=[O:65])C>C(OCC)(=O)C>[C:9]1([CH:15]([O:22][C:23](=[O:55])/[C:24](/[N:28]2[CH:31]([S:32][S:33][C:34]3[O:35][C:36]4[CH:42]=[CH:41][CH:40]=[CH:39][C:37]=4[N:38]=3)[CH:30]([NH:43][C:44](=[O:53])[CH2:45][O:46][C:47]3[CH:52]=[CH:51][CH:50]=[CH:49][CH:48]=3)[C:29]2=[O:54])=[C:25](\[OH:65])/[CH3:26])[C:16]2[CH:21]=[CH:20][CH:19]=[CH:18][CH:17]=2)[CH:10]=[CH:11][CH:12]=[CH:13][CH:14]=1 |f:1.2,4.5|. The solvent is C(C)(=O)OCC (ethyl acetate). Procedure details: (aix) Approximately one equivalent of ozone (in the form of an O2 /O3 mixture) is passed into a solution, cooled to -70° C., of 3.35 g of 2-[4-(benzoxazol-2-yldithio)-3-phenoxyacetamido-2-oxoazetidin-1-yl]-3-methylene-butyric acid diphenylmethyl ester in 125 ml of ethyl acetate, until starting material is no longer detectable by thin layer chromatography (silica gel; toluene/ethyl acetate, 3:1). The solution is concentrated by evaporation to about 50 ml in vacuo, mixed with 5 ml of dimethyl sulp... Reactants: O=[O+][O-] (ozone), C1(=CC=CC=C1)C.C(C)(=O)OCC (toluene ethyl acetate), O=O.O=[O+][O-] (O2 O3), C1(=CC=CC=C1)C(C1=CC=CC=C1)OC(C(C(C)=C)N1C(C(C1SSC=1OC2=C(N1)C=CC=C2)NC(COC2=CC=CC=C2)=O)=O)=O (2-[4-(benzoxazol-2-yldithio)-3-phenoxyacetamido-2-oxoazetidin-1-yl]-3-methylene-butyric acid diphenylmethyl ester). The product is C1(=CC=CC=C1)C(C1=CC=CC=C1)OC(\C(=C(\C)/O)\N1C(C(C1SSC=1OC2=C(N1)C=CC=C2)NC(COC2=CC=CC=C2)=O)=O)=O (2-[4-(Benzoxazol-2-yldithio)-3-phenoxyacetamido-2-oxoazetidin-1-yl]-3-hydroxy-crotonic acid diphenylmethyl ester). Reactants: NC(=O)CCC(=O)NBr, CCCN(CCC)c1cccc2nccn12, CN(C)C=O. Yields the product CCCN(CCC)c1cccc2nc(Br)cn12. RXN SMILES: [Br:17][NH:18][C:19](=[O:20])[CH2:21][CH2:22][C:23]([NH2:24])=[O:25].[CH2:1]([CH2:2][CH3:3])[N:4]([c:5]1[cH:6][cH:7][cH:8][c:9]2[n:10]1[cH:11][cH:12][n:13]2)[CH2:14][CH2:15][CH3:16].[O:26]=[CH:27][N:28]([CH3:29])[CH3:30]>>[CH2:1]([CH2:2][CH3:3])[N:4]([c:5]1[cH:6][cH:7][cH:8][c:9]2[n:10]1[cH:11][c:12]([Br:17])[n:13]2)[CH2:14][CH2:15][CH3:16]. The reactants are ClC1=C(C=CC=C1)C(C1=C(C=CC(=C1)[N+](=O)[O-])N1C(=NN=C1C)CBr)=O (2'-chloro-5nitro-2-[3-(bromomethyl)-5-methyl-4H-1,2,4-triazol-4-yl]benzophenone), N (ammonia). Solvent: CO (methanol). The product is [N+](=O)([O-])C=1C=CC2=C(C(=NCC=3N2C(=NN3)C)C3=C(C=CC=C3)Cl)C1 (8-nitro-1-methyl-6-(o-chlorophenyl)-4H-s-triazolo- [4,3-a][1,4]benzodiazepine). Reaction SMILES: [Cl:1][C:2]1[CH:7]=[CH:6][CH:5]=[CH:4][C:3]=1[C:8](=O)[C:9]1[CH:14]=[C:13]([N+:15]([O-:17])=[O:16])[CH:12]=[CH:11][C:10]=1[N:18]1[C:22]([CH3:23])=[N:21][N:20]=[C:19]1[CH2:24]Br.[NH3:27]>CO>[N+:15]([C:13]1[CH:12]=[CH:11][C:10]2[N:18]3[C:22]([CH3:23])=[N:21][N:20]=[C:19]3[CH2:24][N:27]=[C:8]([C:3]3[CH:4]=[CH:5][CH:6]=[CH:7][C:2]=3[Cl:1])[C:9]=2[CH:14]=1)([O-:17])=[O:16]. Reported procedure: In the manner given in Example 8, 2'-chloro-5nitro-2-[3-(bromomethyl)-5-methyl-4H-1,2,4-triazol-4-yl]benzophenone is reacted with a saturated solution of ammonia in methanol to give 8-nitro-1-methyl-6-(o-chlorophenyl)-4H-s-triazolo- [4,3-a][1,4]benzodiazepine of melting point 231°-233° C. Starting materials: C1CCOC1, COc1ccc(NC(=O)C2CC(C)CCC2C(C)C)c([N+](=O)[O-])c1, [OH-], [OH-], [Pd+2]. Product: COc1ccc(NC(=O)C2CC(C)CCC2C(C)C)c(N)c1. As a reaction SMILES: [CH2:25]1[O:26][CH2:27][CH2:28][CH2:29]1.[CH3:1][O:2][c:3]1[cH:4][c:5]([N+:22]([O-:23])=[O:24])[c:6]([NH:9][C:10](=[O:11])[CH:12]2[CH:13]([CH:19]([CH3:20])[CH3:21])[CH2:14][CH2:15][CH:16]([CH3:18])[CH2:17]2)[cH:7][cH:8]1.[OH-:30].[OH-:31].[Pd+2:32]>>[CH3:1][O:2][c:3]1[cH:4][c:5]([NH2:22])[c:6]([NH:9][C:10](=[O:11])[CH:12]2[CH:13]([CH:19]([CH3:20])[CH3:21])[CH2:14][CH2:15][CH:16]([CH3:18])[CH2:17]2)[cH:7][cH:8]1.